This data is from the Open Reaction Database (ORD), a public repository of structured organic reaction records. The task is: describe an organic reaction: reactants, conditions, products, and yield RXN SMILES: Cl[CH2:2][C:3]1[CH:12]=[CH:11][C:10]2[C:5](=[CH:6][CH:7]=[CH:8][CH:9]=2)[N:4]=1.[C-:13]#[N:14].[Na+]>C(O)C.O.CCCCCCC.C(OCC)(=O)C.C1COCC1>[N:4]1[C:5]2[C:10](=[CH:9][CH:8]=[CH:7][CH:6]=2)[CH:11]=[CH:12][C:3]=1[CH2:2][C:13]#[N:14] |f:1.2|. Yields the product N1=C(C=CC2=CC=CC=C12)CC#N (2-Quinolylacetonitrile). Isolated yield 74.2%. Starting materials: ClCC1=NC2=CC=CC=C2C=C1 (2-(chloromethyl)quinoline), [C-]#N.[Na+] (NaCN). Solvent: C(C)O (ethanol), O (water), CCCCCCC (heptane), C(C)(=O)OCC (ethyl acetate), C1CCOC1 (THF). Reported procedure: To a solution of 2-(chloromethyl)quinoline (20.74 g, 117 mmol) in ethanol and water (200 mL, 4:1 ratio) was added NaCN (5.73 g, 117 mmol), and the reaction mixture was heated at reflux for 18 h. The reaction mixture was cooled to ambient temperature; diluted with a mixture of heptane, ethyl acetate, and THF; and washed with a 5% aqueous solution of K2CO3 and brine. The organic layer was isolated and dried over MgSO4. Purification by column chromatography with an elution gradient of 75:25 heptane... The reactants are [OH-].[NH4+] (Ammonium hydroxide), C(C1=CC=CC=C1)OC=1C(C=C(OC1)C(F)F)=O (5-Benzyloxy-2-difluoromethyl-pyran-4-one), C(Cl)Cl.CCOC(=O)C (CH2Cl2 EtOAc). Solvent: C(C)O (ethanol). Reaction conditions: time 24 hour. Product: C(C1=CC=CC=C1)OC=1C(C=C(NC1)C(F)F)=O (5-Benzyloxy-2-difluoromethyl-1H-pyridin-4-one). Isolated yield 73.3%. RXN SMILES: [CH2:1]([O:8][C:9]1[C:10](=[O:18])[CH:11]=[C:12]([CH:15]([F:17])[F:16])O[CH:14]=1)[C:2]1[CH:7]=[CH:6][CH:5]=[CH:4][CH:3]=1.[OH-].[NH4+:20].C(Cl)Cl.CCOC(C)=O>C(O)C>[CH2:1]([O:8][C:9]1[C:10](=[O:18])[CH:11]=[C:12]([CH:15]([F:17])[F:16])[NH:20][CH:14]=1)[C:2]1[CH:7]=[CH:6][CH:5]=[CH:4][CH:3]=1 |f:1.2,3.4|. Reported procedure: 5-Benzyloxy-2-difluoromethyl-pyran-4-one (0.47 g, 1.9 mmol) was dissolved in ethanol (15 mL) to give a slightly yellow clear solution. Ammonium hydroxide (28-30% aqueous solution, 15 mL, 235 mmol) was added at room temperature. The resulting solution was stirred at ambient temperature for 24 hours. The progress of the reaction was monitored by TLC (CH2Cl2/EtOAc, 7/3, v/v) and HPLC Method 2. Volatiles were removed in vacuo and the residue was purified by column chromatography on silica (95/5 then... Reactants: CCOC(=O)C.CCCCCC (EtOAc hexane), CCOC(=O)C.CCCCCC (EtOAc hexane), Palladium tetrakistriphenylphosphine, C(C=C)N1C(=NC2=NC(=C(C=C21)Cl)I)O[C@H]2[C@@H]1[C@H](OC2)[C@@H](CO1)O[Si](C)(C)C(C)(C)C ([(3R,3aR,6R,6aS)-3-(1-allyl-6-chloro-5-iodo-imidazo[4,5-b]pyridin-2-yl)oxy-2,3,3a,5,6,6a-hexahydrofuro[3,2-b]furan-6-yl]oxy-tert-butyl-dimethyl-silane), BrC1=CC=C(C=C1)B(O)O (4-bromophenylboronic acid), P(=O)([O-])([O-])[O-].[K+].[K+].[K+] (tripotassium phosphate). Solvent: O1CCOCC1 (dioxane), O (water). Reaction conditions: temperature 100 celsius. Product: C(C=C)N1C(=NC2=NC(=C(C=C21)Cl)C2=CC=C(C=C2)Br)O[C@H]2[C@@H]1[C@H](OC2)[C@@H](CO1)O[Si](C)(C)C(C)(C)C ([(3R,3aR,6R,6aS)-3-[1-allyl-5-(4-bromophenyl)-6-chloro-imidazo[4,5-b]pyridin-2-yl]oxy-2,3,3a,5,6,6a-hexahydrofuro[3,2-b]furan-6-yl]oxy-tert-butyl-dimethyl-silane). RXN SMILES: [CH2:1]([N:4]1[C:12]2[C:7](=[N:8][C:9](I)=[C:10]([Cl:13])[CH:11]=2)[N:6]=[C:5]1[O:15][C@@H:16]1[CH2:20][O:19][C@@H:18]2[C@H:21]([O:24][Si:25]([C:28]([CH3:31])([CH3:30])[CH3:29])([CH3:27])[CH3:26])[CH2:22][O:23][C@H:17]12)[CH:2]=[CH2:3].[Br:32][C:33]1[CH:38]=[CH:37][C:36](B(O)O)=[CH:35][CH:34]=1.P([O-])([O-])([O-])=O.[K+].[K+].[K+].CCOC(C)=O.CCCCCC>O1CCOCC1.O>[CH2:1]([N:4]1[C:12]2[C:7](=[N:8][C:9]([C:36]3[CH:37]=[CH:38][C:33]([Br:32])=[CH:34][CH:35]=3)=[C:10]([Cl:13])[CH:11]=2)[N:6]=[C:5]1[O:15][C@@H:16]1[CH2:20][O:19][C@@H:18]2[C@H:21]([O:24][Si:25]([C:28]([CH3:31])([CH3:30])[CH3:29])([CH3:27])[CH3:26])[CH2:22][O:23][C@H:17]12)[CH:2]=[CH2:3] |f:2.3.4.5,6.7|. Procedure details: Palladium tetrakistriphenylphosphine (204.6 mg, 0.177 mmol) was added to a stirred suspension of [(3R,3aR,6R,6aS)-3-(1-allyl-6-chloro-5-iodo-imidazo[4,5-b]pyridin-2-yl)oxy-2,3,3a,5,6,6a-hexahydrofuro[3,2-b]furan-6-yl]oxy-tert-butyl-dimethyl-silane (1.0083 g, 1.745 mmol), 4-bromophenylboronic acid (385.9 mg, 1.922 mmol), and tripotassium phosphate (1.1412 g, 5.38 mmol) in dioxane (14.0 ml) and water (3.5 ml). The reaction mixture was degassed (3×) and placed under nitrogen before being heated to ... The reactants are COC1=C(C=CC=C1)CC(C)=O (1-(2-methoxyphenyl)propan-2-one), OC(CN)C1=CC(=CC=C1)Cl (2-hydroxy-2-(3-chlorophenyl)ethanamine). Yields the product COC1=C(C=CC=C1)CC(C)NCC(C1=CC(=CC=C1)Cl)O (N-[2-(2-methoxyphenyl)-1-methylethyl]-2-hydroxy-2-(3-chlorophenyl)ethanamine). RXN SMILES: [CH3:1][O:2][C:3]1[CH:8]=[CH:7][CH:6]=[CH:5][C:4]=1[CH2:9][C:10](=O)[CH3:11].[OH:13][CH:14]([C:17]1[CH:22]=[CH:21][CH:20]=[C:19]([Cl:23])[CH:18]=1)[CH2:15][NH2:16]>>[CH3:1][O:2][C:3]1[CH:8]=[CH:7][CH:6]=[CH:5][C:4]=1[CH2:9][CH:10]([NH:16][CH2:15][CH:14]([OH:13])[C:17]1[CH:22]=[CH:21][CH:20]=[C:19]([Cl:23])[CH:18]=1)[CH3:11]. Reported procedure: N-[2-(2-methoxyphenyl)-1-methylethyl]-2-hydroxy-2-(3-chlorophenyl)ethanamine, m.p. 85°-7° C. was prepared from 1-(2-methoxyphenyl)propan-2-one (2.69 g) and 2-hydroxy-2-(3-chlorophenyl)ethanamine (2.81 g) as a 32:68 mixture of diastereoisomers, by an analogous procedure to that described in Example 1.